This data is from the Open Reaction Database (ORD), a public repository of structured organic reaction records. The task is: describe an organic reaction: reactants, conditions, products, and yield Starting materials: C[Si](C)(C)N=[N+]=[N-] (Trimethylsilyl azide), C(CCC)[Sn](CCCC)=O (dibutyltin oxide), C(CCC)C=1N=C(N(C(C1CC=1C=CC(=NC1)C1=C(C#N)C=CC=C1)=O)C1=NC=C(C=N1)OC)C (2-{5-{[4-butyl-1-(5-methoxypyrimidin-2-yl)-2-methyl-6-oxo-1,6-dihydropyrimidin-5-yl]methyl}pyridin-2-yl}benzonitrile). Solvent: C1(=CC=CC=C1)C (toluene). Reaction conditions: temperature 95 celsius, time 24 hour. Product: N1N=NN=C1C1=C(C=CC=C1)C1=CC=C(C=N1)CC=1C(N(C(=NC1CCCC)C)C1=NC=C(C=N1)OC)=O (5-{{6-[2-(1H-tetrazol-5-yl)phenyl]pyridin-3-yl}methyl}-6-butyl-3-(5-methoxypyrimidin-2-yl)-2-methylpyrimidin-4(3H)-one). Isolated yield 79.4%. RXN SMILES: C[Si]([N:5]=[N+:6]=[N-:7])(C)C.C([Sn](=O)CCCC)CCC.[CH2:18]([C:22]1[N:23]=[C:24]([CH3:52])[N:25]([C:44]2[N:49]=[CH:48][C:47]([O:50][CH3:51])=[CH:46][N:45]=2)[C:26](=[O:43])[C:27]=1[CH2:28][C:29]1[CH:30]=[CH:31][C:32]([C:35]2[CH:42]=[CH:41][CH:40]=[CH:39][C:36]=2[C:37]#[N:38])=[N:33][CH:34]=1)[CH2:19][CH2:20][CH3:21]>C1(C)C=CC=CC=1>[NH:5]1[C:37]([C:36]2[CH:39]=[CH:40][CH:41]=[CH:42][C:35]=2[C:32]2[N:33]=[CH:34][C:29]([CH2:28][C:27]3[C:26](=[O:43])[N:25]([C:44]4[N:45]=[CH:46][C:47]([O:50][CH3:51])=[CH:48][N:49]=4)[C:24]([CH3:52])=[N:23][C:22]=3[CH2:18][CH2:19][CH2:20][CH3:21])=[CH:30][CH:31]=2)=[N:38][N:7]=[N:6]1. Reported procedure: Process 4: Trimethylsilyl azide (8.68 g, 75.3 mmol) and dibutyltin oxide (55 mg, 0.221 mmol) were added to toluene (20 mL) solution of 2-{5-{[4-butyl-1-(5-methoxypyrimidin-2-yl)-2-methyl-6-oxo-1,6-dihydropyrimidin-5-yl]methyl}pyridin-2-yl}benzonitrile (200 mg, 0.43 mmol) and stirred for 24 hours at 95° C. under argon atmosphere. The residues obtained by removing the reaction solvent by distillation was separated and purified by silica gel column chromatography (chloroform:methanol=100:1) to give... The reactants are compound 38, NC1=C(OCCCC(=O)OCC)C=CC=C1 (ethyl 4-(2-aminophenoxy)butyrate), CC(C1=CC=CC=C1)N1C=CC2=CC(=CC=C12)/C(=C/C(=O)O)/C (3-[1-(α-methylbenzyl)indol-5-yl]isocrotonic acid). Yields the product CC(C1=CC=CC=C1)N1C=CC2=CC(=CC=C12)/C(=C/C(=O)NC1=C(OCCCC(=O)O)C=CC=C1)/C (4-{2-[3-[1-(α-methylbenzyl)indol-5-yl]isocrotonoylamino]phenoxy}butyric acid). RXN SMILES: [NH2:1][C:2]1[CH:16]=[CH:15][CH:14]=[CH:13][C:3]=1[O:4][CH2:5][CH2:6][CH2:7][C:8]([O:10]CC)=[O:9].[CH3:17][CH:18]([N:25]1[C:33]2[C:28](=[CH:29][C:30](/[C:34](/[CH3:39])=[CH:35]/[C:36](O)=[O:37])=[CH:31][CH:32]=2)[CH:27]=[CH:26]1)[C:19]1[CH:24]=[CH:23][CH:22]=[CH:21][CH:20]=1>>[CH3:17][CH:18]([N:25]1[C:33]2[C:28](=[CH:29][C:30](/[C:34](/[CH3:39])=[CH:35]/[C:36]([NH:1][C:2]3[CH:16]=[CH:15][CH:14]=[CH:13][C:3]=3[O:4][CH2:5][CH2:6][CH2:7][C:8]([OH:10])=[O:9])=[O:37])=[CH:31][CH:32]=2)[CH:27]=[CH:26]1)[C:19]1[CH:20]=[CH:21][CH:22]=[CH:23][CH:24]=1. Procedure: 111 mg of compound 38 was obtained in a similar manner to those described in the Examples 1 and 2 using 393 mg of ethyl 4-(2-aminophenoxy)butyrate and 268 mg of 3-[1-(α-methylbenzyl)indol-5-yl]isocrotonic acid obtained according to the procedures described in the Reference Examples 1-4. Reactants: C(C)OC(C(C)(OC1=C(C=C(C=C1)OCCCC#C)C)C)=O (2-methyl-2-(2-methyl-4-pent-4-ynyloxy-phenoxy)-propionic acid ethyl ester), IC1=CC=C(C=C1)C(F)(F)F (1-iodo-4-trifluoromethyl-benzene). Product: C(C)OC(C(C)(OC1=C(C=C(C=C1)OCCCC#CC1=CC=C(C=C1)C(F)(F)F)C)C)=O (2-Methyl-2-{2-methyl-4-[5-(4-trifluoromethyl-phenyl)-pent-4-ynyloxy]-phenoxy}-propionic acid ethyl ester). RXN SMILES: [CH2:1]([O:3][C:4](=[O:22])[C:5]([CH3:21])([O:7][C:8]1[CH:13]=[CH:12][C:11]([O:14][CH2:15][CH2:16][CH2:17][C:18]#[CH:19])=[CH:10][C:9]=1[CH3:20])[CH3:6])[CH3:2].I[C:24]1[CH:29]=[CH:28][C:27]([C:30]([F:33])([F:32])[F:31])=[CH:26][CH:25]=1>>[CH2:1]([O:3][C:4](=[O:22])[C:5]([CH3:21])([O:7][C:8]1[CH:13]=[CH:12][C:11]([O:14][CH2:15][CH2:16][CH2:17][C:18]#[C:19][C:24]2[CH:29]=[CH:28][C:27]([C:30]([F:33])([F:32])[F:31])=[CH:26][CH:25]=2)=[CH:10][C:9]=1[CH3:20])[CH3:6])[CH3:2]. Procedure: In analogy to the procedure described in example 13B], 2-methyl-2-(2-methyl-4-pent-4-ynyloxy-phenoxy)-propionic acid ethyl ester (example 13A]) and 1-iodo-4-trifluoromethyl-benzene gave the title compound as a light yellow viscous oil.